describe an organic reaction: reactants, conditions, products, and yield From a dataset of the Open Reaction Database (ORD), a public repository of structured organic reaction records. Starting materials: CC(CCCCCC)(C)C1=CC(=C(C=C1)C1CNCCC1)O (3-[4-(1,1-dimethylheptyl)-2-hydroxyphenyl]piperidine), C([O-])([O-])=O.[K+].[K+] (potassium carbonate), BrCC#C (1-bromo-2-propyne). Run in C(C)O (ethanol). Yields the product CC(CCCCCC)(C)C1=CC(=C(C=C1)C1CN(CCC1)CC#C)O (3-[4-(1,1-Dimethylheptyl)-2-hydroxyphenyl]-1-N-(2-propynyl)piperidine). As a reaction SMILES: [CH3:1][C:2]([C:10]1[CH:15]=[CH:14][C:13]([CH:16]2[CH2:21][CH2:20][CH2:19][NH:18][CH2:17]2)=[C:12]([OH:22])[CH:11]=1)([CH3:9])[CH2:3][CH2:4][CH2:5][CH2:6][CH2:7][CH3:8].C(=O)([O-])[O-].[K+].[K+].Br[CH2:30][C:31]#[CH:32]>C(O)C>[CH3:9][C:2]([C:10]1[CH:15]=[CH:14][C:13]([CH:16]2[CH2:21][CH2:20][CH2:19][N:18]([CH2:32][C:31]#[CH:30])[CH2:17]2)=[C:12]([OH:22])[CH:11]=1)([CH3:1])[CH2:3][CH2:4][CH2:5][CH2:6][CH2:7][CH3:8] |f:1.2.3|. Procedure: A mixture of 0.900 g. (2.97 mmoles) of 3-[4-(1,1-dimethylheptyl)-2-hydroxyphenyl]piperidine, 481 mg. (3.49 mmoles) of anhydrous potassium carbonate and 353 mg. (2.97 mmoles) of 1-bromo-2-propyne in 20 ml. of ethanol is heated at reflux for 22 hours. The reaction mixture is then evaporated and dissolved in 100 ml. of saturated sodium bicarbonate and 200 ml. of dichloromethane. The organic extract is washed with two 150 ml. portions of saturated sodium chloride, dried over magnesium sulfate and ev... Reactants: C(=O)(OC(C)(C)C)N[C@@H](COC)C(=O)O (N-Boc-O-methyl-serine), NC=1C=C(C=CC1N)C1=CC=C(C=C1)C#N (3′,4′-diaminobiphenyl-4-carbonitrile). Product: N[C@@H](COC)C1=NC2=C(N1)C=CC(=C2)C2=CC=C(C#N)C=C2 (4-{2-[(1R)-1-Amino-2-methoxyethyl]-1H-benzimidazol-5-yl}benzonitrile). RXN SMILES: C([NH:8][C@H:9]([C:13](O)=O)[CH2:10][O:11][CH3:12])(OC(C)(C)C)=O.[NH2:16][C:17]1[CH:18]=[C:19]([C:24]2[CH:29]=[CH:28][C:27]([C:30]#[N:31])=[CH:26][CH:25]=2)[CH:20]=[CH:21][C:22]=1[NH2:23]>>[NH2:8][C@H:9]([C:13]1[NH:23][C:22]2[CH:21]=[CH:20][C:19]([C:24]3[CH:25]=[CH:26][C:27]([C:30]#[N:31])=[CH:28][CH:29]=3)=[CH:18][C:17]=2[N:16]=1)[CH2:10][O:11][CH3:12]. Procedure: The title compound was prepared according to Method 1 using N-Boc-O-methyl-serine and 3′,4′-diaminobiphenyl-4-carbonitrile (Preparation 82). The reactants are COC(C)(C)OC (2,2-dimethoxypropane), CC1=CC=C(C=C1)S(=O)(=O)O (4-methylbenzenesulfonic acid), C(C(CCCO)O)O (Pentane-1,2,5-triol). The solvent is CC(=O)C (acetone). Reaction conditions: time 1.5 hour. Product: CC1(OCC(O1)CCCO)C (3-(2,2-dimethyl-1,3-dioxolan-4-yl)propan-1-ol). Reaction SMILES: [CH2:1]([OH:8])[CH:2]([OH:7])[CH2:3][CH2:4][CH2:5][OH:6].CO[C:11](OC)([CH3:13])[CH3:12].CC1C=CC(S(O)(=O)=O)=CC=1>CC(C)=O>[CH3:12][C:11]1([CH3:13])[O:7][CH:2]([CH2:3][CH2:4][CH2:5][OH:6])[CH2:1][O:8]1. Reported procedure: Pentane-1,2,5-triol (5.00 g) was dissolved in acetone (150 mL), 2,2-dimethoxypropane (10.5 mL) and 4-methylbenzenesulfonic acid (794 mg) were added, and the mixture was stirred at room temperature for 1.5 hrs. The reaction mixture was concentrated under reduced pressure, and the residue was separated and purified by silica gel column chromatography (eluent, hexane:ethyl acetate=80:20→50:50) to give the title compound (3.79 g) as a colorless oil. Reactants: C(C)OC=1C(=NC=CC1OCCOCC)C (3-Ethoxy-4-(2-ethoxyethoxy)-2-methylpyridine), C1=CC(=CC(=C1)Cl)C(=O)OO (m-CPBA). Reagents/catalysts: [O-2].[Mn+2] (manganese oxide). Run in C(Cl)Cl (CH2Cl2), C(Cl)Cl (CH2Cl2), C(Cl)Cl (CH2Cl2). Reaction conditions: time 16 hour. Yields the product C(C)OC=1C(=NC=CC1OCCOCC)C=O (3-Ethoxy-4-(2-ethoxyethoxy)pyridine-2-carbaldehyde). Isolated yield 22.5%. Reaction SMILES: [CH2:1]([O:3][C:4]1[C:5]([CH3:16])=[N:6][CH:7]=[CH:8][C:9]=1[O:10][CH2:11][CH2:12][O:13][CH2:14][CH3:15])[CH3:2].C1C=C(Cl)C=C(C(OO)=[O:25])C=1>C(Cl)Cl.[O-2].[Mn+2]>[CH2:1]([O:3][C:4]1[C:5]([CH:16]=[O:25])=[N:6][CH:7]=[CH:8][C:9]=1[O:10][CH2:11][CH2:12][O:13][CH2:14][CH3:15])[CH3:2] |f:3.4|. Reported procedure: 3-Ethoxy-4-(2-ethoxyethoxy)-2-methylpyridine (0.92 g, 4.09 mmol, obtained from Example 4(c)) dissolved in CH2Cl2 (5 mL) was added dropwise to m-CPBA (1.33 g, 4.50 mmol) in CH2Cl2 (5 mL) at 0° C. The reaction mixture was stirred at r.t. for 16 h. CH2Cl2 (10 mL) was then added and the organic phase was washed with sodium carbonate (5% aq., 2×20 mL), dried (MgSO4) and evaporated in vacuo. The residue was dissolved in acetic anhydride (20 mL) and stirred at 130° C. for 1 h. The solvent was evaporate... Starting materials: CC(C(=O)OCC)(C(=O)OCC)C (diethyl dimethylmalonate), C1(=C(C=CC=C1)N)N (o-phenylenediamine), CC[O-].[Na+] (sodium ethylate solution), [Na] (sodium). Run in C(C)O (ethanol), C(C)O (ethanol). The product is CC1(C(NC2=C(NC1=O)C=CC=C2)=O)C (2,3,4,5-tetrahydro-3,3-dimethyl-2,4-dioxo-1H-1,5-benzodiazepine). The yield is 64.7%. RXN SMILES: [CH3:1][C:2]([CH3:13])([C:8]([O:10]CC)=O)[C:3]([O:5]CC)=O.[C:14]1([NH2:21])[CH:19]=[CH:18][CH:17]=[CH:16][C:15]=1[NH2:20].CC[O-].[Na+].[Na]>C(O)C>[CH3:13][C:2]1([CH3:1])[C:3](=[O:5])[NH:21][C:14]2[CH:19]=[CH:18][CH:17]=[CH:16][C:15]=2[NH:20][C:8]1=[O:10] |f:2.3,^1:25|. Procedure: 43.0 g of diethyl dimethylmalonate and thereafter 24.7 g of o-phenylenediamine were added to a sodium ethylate solution freshly prepared from 10.5 g of sodium and 400 ml of abs. ethanol under argon. The reaction mixture was heated continuously to 180° C. in the course of 2 hours, whereby ethanol was distilled off continuously. After cooling the dried residue was triturated with dilute hydrochloric acid, the precipitate was filtered off and washed with water and ethanol. After drying in a high va... Starting materials: [OH-].[K+] (potassium hydroxide), CC1=C(C(=CC=C1)C)O (2,6-dimethylphenol), C1COCCOCCOCCOCCOCCO1 (18-crown-6), ClCC=1C=2N(C=CC1)C(=C(N2)C)C (8-chloromethyl-2,3-dimethylimidazo[1,2-a]pyridine), [I-].[Na+] (sodium iodide). Solvent: COCCOC (1,2-dimethoxyethane), 1,2-dimethyxyethane, CO (methanol), CN(C=O)C (N,N-dimethylformamide). Conditions: time 1.5 hour. The product is 0.11, CC1=C(OCC=2C=3N(C=CC2)C(=C(N3)C)C)C(=CC=C1)C (8-((2,6-dimethylphenoxy)methyl)-2,3-dimethylimidazo[1,2-a]pyridine). Yield: 78.0%. As a reaction SMILES: [OH-].[K+].[CH3:3][C:4]1[CH:9]=[CH:8][CH:7]=[C:6]([CH3:10])[C:5]=1[OH:11].C1OCCOCCOCCOCCOCCOC1.Cl[CH2:31][C:32]1[C:33]2[N:34]([C:38]([CH3:42])=[C:39]([CH3:41])[N:40]=2)[CH:35]=[CH:36][CH:37]=1.[I-].[Na+]>COCCOC.CO.CN(C)C=O>[CH3:3][C:4]1[CH:9]=[CH:8][CH:7]=[C:6]([CH3:10])[C:5]=1[O:11][CH2:31][C:32]1[C:33]2[N:34]([C:38]([CH3:42])=[C:39]([CH3:41])[N:40]=2)[CH:35]=[CH:36][CH:37]=1 |f:0.1,5.6|. Reported procedure: To a suspension of potassium hydroxide (0.035 g, 0.62 mmol), 2,6-dimethylphenol (0.075 g, 0.62 mmol) and 18-crown-6 (0.035 g) in 1,2-dimethoxyethane was added 8-chloromethyl-2,3-dimethylimidazo[1,2-a]pyridine (0.1 g, 0.51 mmol) in 1,2-dimethyxyethane (3 ml). The reaction mixture was stirred for 1.5 h. at room temperature and sodium iodide (0.035 g, 0.23 mmol) was added. The mixture was stirred for 3.5 h. and N,N-dimethylformamide (1 ml) and methanol were added and the solids were isolated by fil...